This data is from the Open Reaction Database (ORD), a public repository of structured organic reaction records. The task is: describe an organic reaction: reactants, conditions, products, and yield Reactants: C(C)I (ethyl iodide), solution, [Li+].CC(C)[N-]C(C)C (LDA), CCCCCC (hexane), [Li+].CC(C)[N-]C(C)C (LDA), FC=1C(=NC(=C(C1F)F)F)C (3,4,5,6-tetrafluoro-2-picoline), product. Solvent: C1CCOC1 (THF), C1CCOC1 (THF), [Cl-].[Na+].O (brine). Conditions: temperature -60 celsius, time 0.5 hour. The product is C(CC)C1=NC(=C(C(=C1F)F)F)F (2-Propyl-3,4,5,6-tetrafluoropyridine). RXN SMILES: [Li+].[CH3:2][CH:3]([N-]C(C)C)C.CCCCCC.[F:15][C:16]1[C:17]([CH3:25])=[N:18][C:19]([F:24])=[C:20]([F:23])[C:21]=1[F:22].C(I)C>C1COCC1.[Cl-].[Na+].O>[CH2:25]([C:17]1[C:16]([F:15])=[C:21]([F:22])[C:20]([F:23])=[C:19]([F:24])[N:18]=1)[CH2:2][CH3:3] |f:0.1,6.7.8|. Procedure: A 1.5M solution of LDA in hexane (100 mL, 150 mmol) is cooled to -60° C. in an isopropyl alcohol/dry ice bath. To the stirred LDA solution, under nitrogen, is added, dropwise over a 0.5 hours period, a solution of 22.617 g (137 mmol) of 3,4,5,6-tetrafluoro-2-picoline, the product of Step 1, in 80 mL of dry THF. The reaction mixture is stirred for 0.5 hours at -60° C. and then a solution of 10.95 mL (137 mmol) of ethyl iodide in 30 mL of dry THF is added, dropwise over a 20 minute period. After t...